This data is from the Open Reaction Database (ORD), a public repository of structured organic reaction records. The task is: describe an organic reaction: reactants, conditions, products, and yield The reactants are BrBr, CC(=O)O, CC(C)(C)Nc1ccc([N+](=O)[O-])cc1. Yields the product CC(C)(C)Nc1ccc([N+](=O)[O-])cc1Br. As a reaction SMILES: [Br:15][Br:16].[C:17]([OH:18])(=[O:19])[CH3:20].[C:1]([CH3:2])([CH3:3])([CH3:4])[NH:5][c:6]1[cH:7][cH:8][c:9]([N+:12](=[O:13])[O-:14])[cH:10][cH:11]1>>[C:1]([CH3:2])([CH3:3])([CH3:4])[NH:5][c:6]1[cH:7][cH:8][c:9]([N+:12](=[O:13])[O-:14])[cH:10][c:11]1[Br:15]. The reactants are C, CO, Cc1ccnc(C=CC(=O)OC(C)(C)C)c1, [Pd]. Product: Cc1ccnc(CCC(=O)OC(C)(C)C)c1. As a reaction SMILES: [C:19].[CH3:17][OH:18].[CH3:1][c:2]1[cH:3][c:4]([CH:8]=[CH:9][C:10](=[O:11])[O:12][C:13]([CH3:14])([CH3:15])[CH3:16])[n:5][cH:6][cH:7]1.[Pd:20]>>[CH3:1][c:2]1[cH:3][c:4]([CH2:8][CH2:9][C:10](=[O:11])[O:12][C:13]([CH3:14])([CH3:15])[CH3:16])[n:5][cH:6][cH:7]1. Reactants: [BH4-], CO, [Na+], Cc1ccccc1Sc1cccc(C=O)c1O. Product: Cc1ccccc1Sc1cccc(CO)c1O. RXN SMILES: [BH4-:1].[CH3:20][OH:21].[Na+:2].[OH:3][c:4]1[c:5]([CH:6]=[O:7])[cH:8][cH:9][cH:10][c:11]1[S:12][c:13]1[c:14]([CH3:19])[cH:15][cH:16][cH:17][cH:18]1>>[OH:3][c:4]1[c:5]([CH2:6][OH:7])[cH:8][cH:9][cH:10][c:11]1[S:12][c:13]1[c:14]([CH3:19])[cH:15][cH:16][cH:17][cH:18]1. Starting materials: CCCCOP(=O)(OCCCC)OP(=O)(OCCCC)OCCCC, C[Si](C)(C)[O-], [K+], C1CCOC1. Product: CCCCOP(=O)([O-])OCCCC, [K+]. As a reaction SMILES: [CH2:1]([CH2:2][CH2:3][CH3:4])[O:5][P:6]([O:7][CH2:8][CH2:9][CH2:10][CH3:11])(=[O:12])[O:13][P:14]([O:15][CH2:16][CH2:17][CH2:18][CH3:19])([O:20][CH2:21][CH2:22][CH2:23][CH3:24])=[O:25].[CH3:26][Si:27]([CH3:28])([CH3:29])[O-:30].[K+:31].[O:32]1[CH2:33][CH2:34][CH2:35][CH2:36]1>>[CH2:1]([CH2:2][CH2:3][CH3:4])[O:5][P:6]([O:7][CH2:8][CH2:9][CH2:10][CH3:11])(=[O:12])[O-:13].[K+:31]. Product: Cc1cc(OCC2CN(C)c3ccccc3O2)cc(C)c1C(=O)Nc1cc(CC(=O)O)ccc1C(F)(F)F. The reactants are COC(=O)Cc1ccc(C(F)(F)F)c(NC(=O)c2c(C)cc(OCC3CN(C)c4ccccc4O3)cc2C)c1, CO, Cl, [Na+], C1CCOC1, [OH-], O. Reaction SMILES: [CH3:1][c:2]1[c:3]([C:4](=[O:5])[NH:6][c:7]2[cH:8][c:9]([CH2:17][C:18](=[O:19])[O:20][CH3:21])[cH:10][cH:11][c:12]2[C:13]([F:14])([F:15])[F:16])[c:22]([CH3:39])[cH:23][c:24]([O:26][CH2:27][CH:28]2[O:29][c:30]3[c:31]([cH:35][cH:36][cH:37][cH:38]3)[N:32]([CH3:34])[CH2:33]2)[cH:25]1.[CH3:49][OH:50].[ClH:47].[Na+:46].[O:40]1[CH2:41][CH2:42][CH2:43][CH2:44]1.[OH-:45].[OH2:48]>>[CH3:1][c:2]1[c:3]([C:4](=[O:5])[NH:6][c:7]2[cH:8][c:9]([CH2:17][C:18](=[O:19])[OH:20])[cH:10][cH:11][c:12]2[C:13]([F:14])([F:15])[F:16])[c:22]([CH3:39])[cH:23][c:24]([O:26][CH2:27][CH:28]2[O:29][c:30]3[c:31]([cH:35][cH:36][cH:37][cH:38]3)[N:32]([CH3:34])[CH2:33]2)[cH:25]1. Yields the product ClC1=CC=C(OC2=C(C=C(NC(=O)C3(CC3)C)C=C2)C(F)(F)F)C=C1 (4'-(4-chlorophenoxy)-3'-(trifluoromethyl)-1-methylcyclopropanecarboxanilide). Run at temperature 60 celsius. Solvent: O1CCCC1 (tetrahydrofuran). Yield: 88.0%. As a reaction SMILES: [Cl:1][C:2]1[CH:19]=[CH:18][C:5]([O:6][C:7]2[CH:13]=[CH:12][C:10]([NH2:11])=[CH:9][C:8]=2[C:14]([F:17])([F:16])[F:15])=[CH:4][CH:3]=1.[CH3:20][C:21]1([C:24](Cl)=[O:25])[CH2:23][CH2:22]1>O1CCCC1>[Cl:1][C:2]1[CH:3]=[CH:4][C:5]([O:6][C:7]2[CH:13]=[CH:12][C:10]([NH:11][C:24]([C:21]3([CH3:20])[CH2:23][CH2:22]3)=[O:25])=[CH:9][C:8]=2[C:14]([F:15])([F:16])[F:17])=[CH:18][CH:19]=1. Reported procedure: To a stirred solution of 5.75 g (0.02 mole) of the amine prepared under (b) above in 40 ml of tetrahydrofuran was added dropwise 2.4 g (0.02 mole) of 1-methylcyclopropylcarboxylic chloride. The mixture was stirred and heated at 60° C. for 0.5 hour, poured into ice water and filtered. The filter cake was recrystallized from ether-hexane (1:3) to give 6.5 g (88%) of product, m.p. 115°-117° C. The reactants are ice water, amine, ClC1=CC=C(OC2=C(C=C(N)C=C2)C(F)(F)F)C=C1 (4-(4-chlorophenoxy)-3-(trifluoromethyl)aniline), CC1(CC1)C(=O)Cl (1-methylcyclopropylcarboxylic chloride). The product is N1=C(C=CC=C1)C1=NOC(=N1)C1=CC(=CC(=C1)OCC(=O)OC)C#N (3-(2-pyridyl)-5-(3-cyano-5-(2-methoxy-2-oxoethoxy) phenyl)-1,2,4-oxadiazole). Reaction conditions: temperature 100 celsius. Reaction SMILES: [N:1]1[CH:6]=[CH:5][CH:4]=[CH:3][C:2]=1[C:7]1[N:11]=[C:10]([C:12]2[CH:17]=[C:16]([OH:18])[CH:15]=[C:14]([C:19]#[N:20])[CH:13]=2)[O:9][N:8]=1.C(=O)([O-])[O-].[K+].[K+].Br[CH2:28][C:29]([O:31][CH3:32])=[O:30]>CN(C)C=O.ClCCl>[N:1]1[CH:6]=[CH:5][CH:4]=[CH:3][C:2]=1[C:7]1[N:11]=[C:10]([C:12]2[CH:17]=[C:16]([O:18][CH2:28][C:29]([O:31][CH3:32])=[O:30])[CH:15]=[C:14]([C:19]#[N:20])[CH:13]=2)[O:9][N:8]=1 |f:1.2.3|. Run in CN(C=O)C (N,N-dimethylformamide), ClCCl (dichloromethane). Yield: 27.0%. Procedure details: A mixture of 3-(2-pyridyl)-5-(3-cyano-5-hydroxyphenyl)-1,2,4-oxadiazole (30 mg, 0.11 mmol), potassium carbonate (31 mg, 0.23 mmol) and methyl bromoacetate (16 μL, 0.17 mmol) in N,N-dimethylformamide (1 mL) was heated in a sealed vial at 100° C. for 2 hours. The reaction was cooled, diluted with dichloromethane, washed with water (3×) and saturated brine, filtered and concentrated. Silica gel chromatography using hexanes:ethyl acetate:dichloromethane 3.5:0.5:4 followed by trituration with diethyl... Reactants: N1=C(C=CC=C1)C1=NOC(=N1)C1=CC(=CC(=C1)O)C#N (3-(2-pyridyl)-5-(3-cyano-5-hydroxyphenyl)-1,2,4-oxadiazole), C([O-])([O-])=O.[K+].[K+] (potassium carbonate), BrCC(=O)OC (methyl bromoacetate).